From a dataset of the Open Reaction Database (ORD), a public repository of structured organic reaction records. describe an organic reaction: reactants, conditions, products, and yield Starting materials: [Cl-].[Cl-].[Cl-].[Al+3] (Aluminum trichloride), ice, COC1=CC2=CC=CC=C2C=C1 (2-methoxynaphthalene), C(C(=O)Cl)(=O)Cl (oxalyl chloride), C(=O)=O.C(CO)O (CO2 ethylene glycol). The solvent is ClCCl (dichloromethane). Reaction conditions: time 3 hour. The product is COC1=C2C(C(C=3C=CC=C(C=C1)C32)=O)=O (3-Methoxy-acenaphthene-1,2-dione). The yield is 67.1%. Reaction SMILES: [CH3:1][O:2][C:3]1[CH:12]=[CH:11][C:10]2[C:5](=[CH:6][CH:7]=[CH:8][CH:9]=2)[CH:4]=1.[C:13](Cl)(=[O:17])[C:14](Cl)=[O:15].C(=O)=O.C(O)CO.[Cl-].[Cl-].[Cl-].[Al+3]>ClCCl>[CH3:1][O:2][C:3]1[CH:12]=[CH:11][C:10]2[C:5]3[C:4]=1[C:13](=[O:17])[C:14](=[O:15])[C:6]=3[CH:7]=[CH:8][CH:9]=2 |f:2.3,4.5.6.7|. Reported procedure: A solution of 2-methoxynaphthalene (5 g, 31.6 mmol) and oxalyl chloride (11 mL, 126 mmol) in 150 mL of dichloromethane was cooled to −15° C. (CO2/ethylene glycol) under nitrogen. Aluminum trichloride (10.5 g, 79 mmol) was added slowly over 30 minutes. After 3 hours, the mixture was poured onto 100 g of ice. The layers were separated, and the aqueous layer was washed with dichloromethane. The combined organic layers were washed with saturated sodium bicarbonate, water, brine and dried over magnes... The reactants are C1(CC1)C=1C=NN(C1)C1=CC=C(C=N1)NC(CCC)C1=CC=C(C(=O)NCCC(=O)OCC)C=C1 ((+/−)-ethyl N-[4-(1-{[6-(4-cyclopropyl-1H-pyrazol-1-yl)pyridin-3-yl]amino}butyl)benzoyl]-beta-alaninate), O1CCCC1 (tetrahydrofuran), [OH-].[Li+] (lithium hydroxide), FC(C(=O)O)(F)F (trifluoroacetic acid). Solvent: CO (methanol), O.C(C)#N (water acetonitrile), O.C(C)#N (water acetonitrile), O.C(C)#N (water acetonitrile). Conditions: time 12 hour. Yields the product C1(CC1)C=1C=NN(C1)C1=CC=C(C=N1)NC(CCC)C1=CC=C(C(=O)NCCC(=O)O)C=C1 ((+/−)-N-[4-(1-{[6-(4-cyclopropyl-1H-pyrazol-1-yl)pyridin-3-yl]amino}butyl)benzoyl]-beta-alanine). Reaction SMILES: [CH:1]1([C:4]2[CH:5]=[N:6][N:7]([C:9]3[N:14]=[CH:13][C:12]([NH:15][CH:16]([C:20]4[CH:35]=[CH:34][C:23]([C:24]([NH:26][CH2:27][CH2:28][C:29]([O:31]CC)=[O:30])=[O:25])=[CH:22][CH:21]=4)[CH2:17][CH2:18][CH3:19])=[CH:11][CH:10]=3)[CH:8]=2)[CH2:3][CH2:2]1.O1CCCC1.[OH-].[Li+].FC(F)(F)C(O)=O>CO.O.C(#N)C>[CH:1]1([C:4]2[CH:5]=[N:6][N:7]([C:9]3[N:14]=[CH:13][C:12]([NH:15][CH:16]([C:20]4[CH:21]=[CH:22][C:23]([C:24]([NH:26][CH2:27][CH2:28][C:29]([OH:31])=[O:30])=[O:25])=[CH:34][CH:35]=4)[CH2:17][CH2:18][CH3:19])=[CH:11][CH:10]=3)[CH:8]=2)[CH2:3][CH2:2]1 |f:2.3,6.7|. Procedure: A mixture of crude (+/−)-ethyl N-[4-(1-{[6-(4-cyclopropyl-1H-pyrazol-1-yl)pyridin-3-yl]amino}butyl)benzoyl]-beta-alaninate (63 mg, 0.13 mmol) was dissolved in methanol (0.26 ml) and tetrahydrofuran (0.13 ml) and treated with aqueous 2.0M lithium hydroxide (0.13 ml, 0.26 mmol). The mixture was stirred at ambient temperature for 12 hours. The reaction was concentrated in vacuo. The residue was acidified with aqueous 1.0M hydrochloric acid and concentrated in vacuo a second time. Purification by re... The reactants are C=CCn1c(=O)c(C(=O)OCC)c(O)c2ccc(F)cc21, [Na+], [OH-]. Yields the product C=CCn1c(=O)cc(O)c2ccc(F)cc21. RXN SMILES: [F:1][c:2]1[cH:3][cH:4][c:5]2[c:6]([OH:21])[c:7]([C:16]([O:17][CH2:18][CH3:19])=[O:20])[c:8](=[O:15])[n:9]([CH2:12][CH:13]=[CH2:14])[c:10]2[cH:11]1.[Na+:23].[OH-:22]>>[F:1][c:2]1[cH:3][cH:4][c:5]2[c:6]([OH:21])[cH:7][c:8](=[O:15])[n:9]([CH2:12][CH:13]=[CH2:14])[c:10]2[cH:11]1.